This data is from the Open Reaction Database (ORD), a public repository of structured organic reaction records. The task is: describe an organic reaction: reactants, conditions, products, and yield Starting materials: CI, CS(C)=O, [K+], [K+], O=C([O-])[O-], O, COC(=O)c1sc(C(F)(F)F)cc1O. Yields the product COC(=O)c1sc(C(F)(F)F)cc1OC. Reaction SMILES: [CH3:15][I:16].[CH3:24][S:25]([CH3:26])=[O:27].[K+:17].[K+:18].[O-:19][C:20]([O-:21])=[O:22].[OH2:23].[OH:1][c:2]1[c:3]([C:11](=[O:12])[O:13][CH3:14])[s:4][c:5]([C:7]([F:8])([F:9])[F:10])[cH:6]1>>[O:1]([c:2]1[c:3]([C:11](=[O:12])[O:13][CH3:14])[s:4][c:5]([C:7]([F:8])([F:9])[F:10])[cH:6]1)[CH3:20]. Starting materials: ClC=1C=C(C=CC1F)N(C=O)C (N-(3-chloro-4-fluorophenyl)N-methylformamide), S(O)(O)(=O)=O (sulfuric acid). Solvent: O (water). Reaction conditions: temperature 10 celsius. Product: ClC=1C=C(NC)C=CC1F (3-chloro-4-fluoro-N-methyl-aniline). Reaction SMILES: [Cl:1][C:2]1[CH:3]=[C:4]([N:9](C)[CH:10]=O)[CH:5]=[CH:6][C:7]=1[F:8].S(=O)(=O)(O)O>O>[Cl:1][C:2]1[CH:3]=[C:4]([CH:5]=[CH:6][C:7]=1[F:8])[NH:9][CH3:10]. Procedure details: A mixture of 42.2 g of 5A and 50 g of concentrated sulfuric acid in 600 ml of water was refluxed for 7 hours. The resulting mixture was charcoaled, filtered, cooled to 10° C. and made alkaline with sodium hydroxide. The resulting mixture was extracted with ether. The extract was dried and the ether evaporated to give 3-chloro-4-fluoro-N-methyl-aniline, (5B), as a yellow oil. Reactants: [Cu](C#N)C#N (copper cyanide), BrC1=C(C=C(C=C1)S(=O)(=O)N1CCC2=CC(=CC=C12)C1=CC=C(C=C1)C(F)(F)F)Cl (1-(4-bromo-3-chloro-benzenesulfonyl)-5-(4-trifluoromethyl-phenyl)-2,3-dihydro-1H-indole), C(C)(=O)OCC (ethyl acetate). The solvent is CN(C=O)C (dimethylformamide). Reaction conditions: temperature 200 celsius. Yields the product ClC1=C(C#N)C=CC(=C1)S(=O)(=O)N1CCC2=CC(=CC=C12)C1=CC=C(C=C1)C(F)(F)F (2-chloro-4-[5-(4-trifluoromethyl-phenyl)-2,3-dihydro-indole-1-sulfonyl]-benzonitrile). Isolated yield 42.1%. RXN SMILES: Br[C:2]1[CH:7]=[CH:6][C:5]([S:8]([N:11]2[C:19]3[C:14](=[CH:15][C:16]([C:20]4[CH:25]=[CH:24][C:23]([C:26]([F:29])([F:28])[F:27])=[CH:22][CH:21]=4)=[CH:17][CH:18]=3)[CH2:13][CH2:12]2)(=[O:10])=[O:9])=[CH:4][C:3]=1[Cl:30].[Cu](C#N)[C:32]#[N:33].C(OCC)(=O)C>CN(C)C=O>[Cl:30][C:3]1[CH:4]=[C:5]([S:8]([N:11]2[C:19]3[C:14](=[CH:15][C:16]([C:20]4[CH:25]=[CH:24][C:23]([C:26]([F:29])([F:28])[F:27])=[CH:22][CH:21]=4)=[CH:17][CH:18]=3)[CH2:13][CH2:12]2)(=[O:10])=[O:9])[CH:6]=[CH:7][C:2]=1[C:32]#[N:33]. Procedure: 2.48 g 1-(4-bromo-3-chloro-benzenesulfonyl)-5-(4-trifluoromethyl-phenyl)-2,3-dihydro-1H-indole were dissolved in 10 ml dimethylformamide. 2.15 g copper cyanide were added and the resulting mixture stirred under microwave irradiation at 200° C. for thirty minutes. The mixture was diluted by addition of 100 ml ethyl acetate and washed five times with portions of 50 ml saturated ammonium chloride solution. The organic layer was dried over MgSO4 then the solvent was removed in vacuo to obtain 935 mg... The reactants are [Cl-].C(C1=CC=CC=C1)[NH2+]CCCl (N-benzyl-N-(2-chloroethyl)ammonium chloride), ClC1=C(C=CC=C1Cl)N=C=S (2,3-dichlorophenyl isothiocyanate). Product: ClC1=C(C=CC=C1Cl)N=C1SCCN1CC1=CC=CC=C1 (2-(2,3-dichlorophenylimino)-3-benzyl-1,3-thiazolidine). Reaction SMILES: [Cl-].[CH2:2]([NH2+:9][CH2:10][CH2:11]Cl)[C:3]1[CH:8]=[CH:7][CH:6]=[CH:5][CH:4]=1.[Cl:13][C:14]1[C:19]([Cl:20])=[CH:18][CH:17]=[CH:16][C:15]=1[N:21]=[C:22]=[S:23]>>[Cl:13][C:14]1[C:19]([Cl:20])=[CH:18][CH:17]=[CH:16][C:15]=1[N:21]=[C:22]1[N:9]([CH2:2][C:3]2[CH:4]=[CH:5][CH:6]=[CH:7][CH:8]=2)[CH2:10][CH2:11][S:23]1 |f:0.1|. Procedure: 2-Hydroxyethylamine was reacted with benzyl bromide according to Method B2a to give N-benzyl-N-(2-hydroxyethyl)amine. The alcohol was reacted with SOCl2 according to Method B7c to give N-benzyl-N-(2-chloroethyl)ammonium chloride. The chloroethylamine was reacted with 2,3-dichlorophenyl isothiocyanate to give 2-(2,3-dichlorophenylimino)-3-benzyl-1,3-thiazolidine. Starting materials: CC(=O)O, CC(=O)OC(C)=O, Cc1ccccc1, CC1=NC(C)(C)SC1, O=N[O-], [Na+], [Na+], [OH-], O. The product is CC1=NC(C)(C)SC1=NO. As a reaction SMILES: [CH3:13][C:14](=[O:15])[OH:16].[CH3:17][C:18]([O:19][C:20](=[O:21])[CH3:22])=[O:23].[CH3:27][c:28]1[cH:29][cH:30][cH:31][cH:32][cH:33]1.[CH3:5][C:6]1([CH3:12])[S:7][CH2:8][C:9]([CH3:11])=[N:10]1.[N:1](=[O:2])[O-:3].[Na+:25].[Na+:4].[OH-:24].[OH2:26]>>[N:1]([OH:3])=[C:8]1[S:7][C:6]([CH3:5])([CH3:12])[N:10]=[C:9]1[CH3:11]. The reactants are C(=O)(O)C1C(NC(C1C1=CC=C(C=C1)Cl)C1=CC=CC=C1)=O (3-carboxy-4-p-chlorophenyl-5-phenyl-2-pyrrolidinone), C=1(C(=CC=CC1)C)C (xylene), C(=O)=O (CO2). Solvent: CCCCCC (hexane). The product is ClC1=CC=C(C=C1)C1CC(NC1C1=CC=CC=C1)=O (4-p-chlorophenyl-5-phenyl-2-pyrrolidinone). RXN SMILES: C([CH:4]1[CH:8]([C:9]2[CH:14]=[CH:13][C:12]([Cl:15])=[CH:11][CH:10]=2)[CH:7]([C:16]2[CH:21]=[CH:20][CH:19]=[CH:18][CH:17]=2)[NH:6][C:5]1=[O:22])(O)=O.C1(C)C(C)=CC=CC=1.C(=O)=O>CCCCCC>[Cl:15][C:12]1[CH:13]=[CH:14][C:9]([CH:8]2[CH:7]([C:16]3[CH:17]=[CH:18][CH:19]=[CH:20][CH:21]=3)[NH:6][C:5](=[O:22])[CH2:4]2)=[CH:10][CH:11]=1. Reported procedure: 12 g. of 3-carboxy-4-p-chlorophenyl-5-phenyl-2-pyrrolidinone in 200 ml. of xylene are refluxed until evolution of CO2 ceased (about 20 minutes). The solution is cooled, 200 ml. of hexane are added and the reaction product crystallizes out. 8 g. of 4-p-chlorophenyl-5-phenyl-2-pyrrolidinone are obtained. M.P. : 159°-160°C.